From a dataset of the Open Reaction Database (ORD), a public repository of structured organic reaction records. describe an organic reaction: reactants, conditions, products, and yield Starting materials: C[C@H]1CN(CCN1)C1=NC=C(C=C1)C(F)(F)F (3-(S)-methyl-1-(5-trifluoromethyl-pyridin-2-yl)-piperazine), COC(=O)C1CC2=CC=CC(=C2C1)S(=O)(=O)Cl (4-chlorosulfonyl-indan-2-carboxylic acid methyl ester). Yields the product C[C@@H]1N(CCN(C1)C1=NC=C(C=C1)C(F)(F)F)S(=O)(=O)C1=C2CC(CC2=CC=C1)C(=O)O (4-[2-(S)-Methyl-4-(5-trifluoromethyl-pyridin-2-yl)-piperazine-1-sulfonyl]-indan-2-carboxylic acid). RXN SMILES: [CH3:1][C@@H:2]1[NH:7][CH2:6][CH2:5][N:4]([C:8]2[CH:13]=[CH:12][C:11]([C:14]([F:17])([F:16])[F:15])=[CH:10][N:9]=2)[CH2:3]1.C[O:19][C:20]([CH:22]1[CH2:30][C:29]2[C:24](=[CH:25][CH:26]=[CH:27][C:28]=2[S:31](Cl)(=[O:33])=[O:32])[CH2:23]1)=[O:21]>>[CH3:1][C@H:2]1[CH2:3][N:4]([C:8]2[CH:13]=[CH:12][C:11]([C:14]([F:17])([F:15])[F:16])=[CH:10][N:9]=2)[CH2:5][CH2:6][N:7]1[S:31]([C:28]1[CH:27]=[CH:26][CH:25]=[C:24]2[C:29]=1[CH2:30][CH:22]([C:20]([OH:21])=[O:19])[CH2:23]2)(=[O:33])=[O:32]. Procedure: The compound 4-[2-(S)-Methyl-4-(5-trifluoromethyl-pyridin-2-yl)-piperazine-1-sulfonyl]-indan-2-carboxylic acid was prepared from 3-(S)-methyl-1-(5-trifluoromethyl-pyridin-2-yl)-piperazine and 4-chlorosulfonyl-indan-2-carboxylic acid methyl ester following the procedure outlined in Example 79. 1H NMR (400 MHz, DMSO-d6): 8.38 (s, 1H), 7.82-7.76 (m, 1H), 7.65 (d, 1H), 7.52 (d, 1H), 7.37 (t, 1H), 6.93-6.88 (m, 1H), 4.35-4.18 (m, 2H), 4.18-4.02 (m, 1H), 3.60-3.46 (m, 1H), 3.45-3.10 (m, 7H), 2.97-2.80... Reactants: C(C)(C)(C)[Si](OC1=CC(=CC=2C(OC[C@@H](C(N[C@@H](CSCC21)C(=O)OC)=O)NC(=O)OC(C)(C)C)=O)N2C(C1=CC=CC=C1C2=O)=O)(C)C (tert-butyl (4R,7S)-14-(tertbutyldimethylsilyloxy)-1,3,4,5,6,7,8,10-octahydro-4-methoxycarbonyl-6,10-dioxo-12-(1,3-dioxo-1,3-dihydro-isoindol-2-yl)-9,2,5-benzoxathiaazacyclododecine-7-carbamate), N1=CC=CC=C1 (pyridine). The solvent is C(C)(=O)OC(C)=O (acetic anhydride). Reaction conditions: temperature 20 celsius, time 3 hour. The product is C(C)(=O)NC=1C=C(C2=C(C(OC[C@@H](C(N[C@@H](CSC2)C(=O)OC)=O)NC(=O)OC(C)(C)C)=O)C1)O (tert-butyl (4R,7S)-12-acetylamino-1,3,4,5,6,7,8,10-octahydro-14-hydroxy-4-methoxycarbonyl-6,10-dioxo-9,2,5-benzoxathiaazacyclododecine-7-carbamate). The yield is 39.1%. Reaction SMILES: C([Si](C)(C)[O:6][C:7]1[C:22]2[CH2:21][S:20][CH2:19][C@@H:18]([C:23]([O:25][CH3:26])=[O:24])[NH:17][C:16](=[O:27])[C@@H:15]([NH:28][C:29]([O:31][C:32]([CH3:35])([CH3:34])[CH3:33])=[O:30])[CH2:14][O:13][C:12](=[O:36])[C:11]=2[CH:10]=[C:9]([N:37]2C(=O)C3[C:39](=CC=CC=3)[C:38]2=[O:47])[CH:8]=1)(C)(C)C.N1C=CC=CC=1>C(OC(=O)C)(=O)C>[C:38]([NH:37][C:9]1[CH:8]=[C:7]([OH:6])[C:22]2[CH2:21][S:20][CH2:19][C@@H:18]([C:23]([O:25][CH3:26])=[O:24])[NH:17][C:16](=[O:27])[C@@H:15]([NH:28][C:29]([O:31][C:32]([CH3:33])([CH3:34])[CH3:35])=[O:30])[CH2:14][O:13][C:12](=[O:36])[C:11]=2[CH:10]=1)(=[O:47])[CH3:39]. Procedure details: A mixture of 25 mg of the product of Example 159 and 0.1 ml of pyridine in 1.5 ml of acetic anhydride was stirred at 20° C. for 3 hours. The precipitate was collected by filtration, washed with pentane, and dissolved in 1.5 ml of methanol. After the addition of 2.6 mg of potassium carbonate, the mixture was stirred for 1.5 hours at 20° C., and then evaporated in vacuo. Water was added to the residue, and the insoluble material was isolated by filtration, to yield 7 mg of tert-butyl (4R,7S)-12-ac... The reactants are O[C@@H](CN1C(C2=CC=CC=C2C1=O)=O)CNC1=CC=C(C=C1)N1C(COCC1)=O (2-((2R)-2-Hydroxy-3-{[4-(3-oxo-4-morpholinyl)phenyl]amino}propyl)-1H-isoindole-1,3(2H)-dione), N,N-carbonyl-diimidazole, C(C)O (ethanol). The solvent is C1(=CC=CC=C1)C (toluene). Reaction conditions: temperature 27.5 celsius. Yields the product O=C1O[C@H](CN1C1=CC=C(C=C1)N1C(COCC1)=O)CN1C(C2=CC=CC=C2C1=O)=O (2-({(5S)-2-Oxo-3-[4-(3-oxo-4-morpholinyl)phenyl]-1,3-oxazolidin-5-yl}methyl)-1H-isoindole-1,3(2H)-dione). Reaction SMILES: [OH:1][C@H:2]([CH2:15][NH:16][C:17]1[CH:22]=[CH:21][C:20]([N:23]2[CH2:28][CH2:27][O:26][CH2:25][C:24]2=[O:29])=[CH:19][CH:18]=1)[CH2:3][N:4]1[C:12](=[O:13])[C:11]2[C:6](=[CH:7][CH:8]=[CH:9][CH:10]=2)[C:5]1=[O:14].[CH2:30]([OH:32])C>C1(C)C=CC=CC=1>[O:32]=[C:30]1[N:16]([C:17]2[CH:22]=[CH:21][C:20]([N:23]3[CH2:28][CH2:27][O:26][CH2:25][C:24]3=[O:29])=[CH:19][CH:18]=2)[CH2:15][C@H:2]([CH2:3][N:4]2[C:12](=[O:13])[C:11]3[C:6](=[CH:7][CH:8]=[CH:9][CH:10]=3)[C:5]2=[O:14])[O:1]1. Procedure details: 2641 g of 2-((2R)-2-hydroxy-3-{[4-(3-oxo-4-morpholinyl)phenyl]amino}propyl)-1H-isoindole-1,3(2H)-dione (V) are suspended in 22 l of toluene and, at 19° C., 1300 g of N,N-carbonyl-diimidazole are added. The reaction mixture is subsequently heated under reflux for one hour and then, at 60° C., 4.5 l of ethanol are added. After cooling to 25 to 30° C., the precipitated reaction product is filtered off with suction, washed with ethanol and then dried. Reactants: ClC1=C(C=CC=C1)[C@@H](C)OC(NC=1C(=NOC1C1=CC=C(C=C1)Br)C)=O ([5-(4-bromo-phenyl)-3-methyl-isoxazol-4-yl]-carbamic acid (R)-1-(2-chloro-phenyl)-ethyl ester), C(C)OC(C(C)C1=CC=C(C=C1)B1OC(C(O1)(C)C)(C)C)=O (2-[4-(4,4,5,5-tetramethyl-[1,3,2]dioxaborolan-2-yl)-phenyl]-propionic acid ethyl ester). Product: C(C)OC(C(C)C1=CC=C(C=C1)C1=CC=C(C=C1)C1=C(C(=NO1)C)NC(=O)O[C@H](C)C1=C(C=CC=C1)Cl)=O (2-(4′-{4-[(R)-1-(2-chloro-phenyl)-ethoxycarbonylamino]-3-methyl-isoxazol-5-yl}-biphenyl-4-yl)-propionic acid ethyl ester). As a reaction SMILES: [Cl:1][C:2]1[CH:7]=[CH:6][CH:5]=[CH:4][C:3]=1[C@H:8]([O:10][C:11](=[O:26])[NH:12][C:13]1[C:14]([CH3:25])=[N:15][O:16][C:17]=1[C:18]1[CH:23]=[CH:22][C:21](Br)=[CH:20][CH:19]=1)[CH3:9].[CH2:27]([O:29][C:30](=[O:48])[CH:31]([C:33]1[CH:38]=[CH:37][C:36](B2OC(C)(C)C(C)(C)O2)=[CH:35][CH:34]=1)[CH3:32])[CH3:28]>>[CH2:27]([O:29][C:30](=[O:48])[CH:31]([C:33]1[CH:38]=[CH:37][C:36]([C:21]2[CH:22]=[CH:23][C:18]([C:17]3[O:16][N:15]=[C:14]([CH3:25])[C:13]=3[NH:12][C:11]([O:10][C@@H:8]([C:3]3[CH:4]=[CH:5][CH:6]=[CH:7][C:2]=3[Cl:1])[CH3:9])=[O:26])=[CH:19][CH:20]=2)=[CH:35][CH:34]=1)[CH3:32])[CH3:28]. Reported procedure: Following the procedure described in Example 36, Step 6, [5-(4-bromo-phenyl)-3-methyl-isoxazol-4-yl]-carbamic acid (R)-1-(2-chloro-phenyl)-ethyl ester and 2-[4-(4,4,5,5-tetramethyl-[1,3,2]dioxaborolan-2-yl)-phenyl]-propionic acid ethyl ester were reacted to provide 2-(4′-{4-[(R)-1-(2-chloro-phenyl)-ethoxycarbonylamino]-3-methyl-isoxazol-5-yl}-biphenyl-4-yl)-propionic acid ethyl ester, which was hydrolyzed to the acid as described in Example 17, Step 3. The reactants are O=c1cc(OCc2ccccn2)ccn1CCc1ccc(CBr)cc1, CCN(C(C)C)C(C)C, CN(C)C=O, CC1(O)CCNCC1. The product is CC1(O)CCN(Cc2ccc(CCn3ccc(OCc4ccccn4)cc3=O)cc2)CC1. As a reaction SMILES: [Br:1][CH2:2][c:3]1[cH:4][cH:5][c:6]([CH2:9][CH2:10][n:11]2[c:12](=[O:25])[cH:13][c:14]([O:17][CH2:18][c:19]3[n:20][cH:21][cH:22][cH:23][cH:24]3)[cH:15][cH:16]2)[cH:7][cH:8]1.[CH2:34]([N:35]([CH:36]([CH3:37])[CH3:38])[CH:39]([CH3:40])[CH3:41])[CH3:42].[O:43]=[CH:44][N:45]([CH3:46])[CH3:47].[OH:26][C:27]1([CH3:33])[CH2:28][CH2:29][NH:30][CH2:31][CH2:32]1>>[CH2:2]([c:3]1[cH:4][cH:5][c:6]([CH2:9][CH2:10][n:11]2[c:12](=[O:25])[cH:13][c:14]([O:17][CH2:18][c:19]3[n:20][cH:21][cH:22][cH:23][cH:24]3)[cH:15][cH:16]2)[cH:7][cH:8]1)[N:30]1[CH2:29][CH2:28][C:27]([OH:26])([CH3:33])[CH2:32][CH2:31]1. The reactants are C1CCOC1, CC(C)[N-]C(C)C, COP(=O)(Cc1ccc2nc(Cl)nc(N3CCOCC3)c2n1)OC, [Li+], CC(C)(C)OC(=O)N1CC(=O)C1. Yields the product CC(C)(C)OC(=O)N1CC(=Cc2ccc3nc(Cl)nc(N4CCOCC4)c3n2)C1. RXN SMILES: [CH2:45]1[O:46][CH2:47][CH2:48][CH2:49]1.[CH:25]([N-:26][CH:27]([CH3:28])[CH3:29])([CH3:30])[CH3:31].[Cl:1][c:2]1[n:3][c:4]([N:19]2[CH2:20][CH2:21][O:22][CH2:23][CH2:24]2)[c:5]2[c:6]([n:7]1)[cH:8][cH:9][c:10]([CH2:12][P:13](=[O:14])([O:15][CH3:16])[O:17][CH3:18])[n:11]2.[Li+:32].[O:33]=[C:34]1[CH2:35][N:36]([C:38](=[O:39])[O:40][C:41]([CH3:42])([CH3:43])[CH3:44])[CH2:37]1>>[Cl:1][c:2]1[n:3][c:4]([N:19]2[CH2:20][CH2:21][O:22][CH2:23][CH2:24]2)[c:5]2[c:6]([n:7]1)[cH:8][cH:9][c:10]([CH:12]=[C:34]1[CH2:35][N:36]([C:38](=[O:39])[O:40][C:41]([CH3:42])([CH3:43])[CH3:44])[CH2:37]1)[n:11]2. Starting materials: CCOCC (ether), C(C)(C)(C)C=1C(=C(C(=C(C1)CC(=O)O)C)C)O (5-tert.-butyl-2,3-dimethyl-4-hydroxyphenylacetic acid), C(CCCCCCCCCCCCCCCCC)O (n-octadecanol), O.C1(=CC=C(C=C1)S(=O)(=O)O)C (p-toluenesulfonic acid monohydrate). The solvent is C1(=CC=CC=C1)C (toluene). The product is C(C)(C)(C)C=1C(=C(C(=C(C1)CC(=O)OCCCCCCCCCCCCCCCCCC)C)C)O (n-Octadecyl 5-tert.-butyl-2,3-dimethyl-4-hydroxyphenylacetate). Reaction SMILES: [C:1]([C:5]1[C:6]([OH:17])=[C:7]([CH3:16])[C:8]([CH3:15])=[C:9]([CH2:11][C:12]([OH:14])=[O:13])[CH:10]=1)([CH3:4])([CH3:3])[CH3:2].[CH2:18](O)[CH2:19][CH2:20][CH2:21][CH2:22][CH2:23][CH2:24][CH2:25][CH2:26][CH2:27][CH2:28][CH2:29][CH2:30][CH2:31][CH2:32][CH2:33][CH2:34][CH3:35].O.C1(C)C=CC(S(O)(=O)=O)=CC=1.CCOCC>C1(C)C=CC=CC=1>[C:1]([C:5]1[C:6]([OH:17])=[C:7]([CH3:16])[C:8]([CH3:15])=[C:9]([CH2:11][C:12]([O:14][CH2:35][CH2:34][CH2:33][CH2:32][CH2:31][CH2:30][CH2:29][CH2:28][CH2:27][CH2:26][CH2:25][CH2:24][CH2:23][CH2:22][CH2:21][CH2:20][CH2:19][CH3:18])=[O:13])[CH:10]=1)([CH3:4])([CH3:3])[CH3:2] |f:2.3|. Reported procedure: 8.85 grams of 5-tert.-butyl-2,3-dimethyl-4-hydroxyphenylacetic acid, 9.45 grams of n-octadecanol and 0.665 grams of p-toluenesulfonic acid monohydrate were dispersed in 500 ml of toluene and heated at reflux for seven hours. A little ether was added to the cooled reaction mixture to prevent precipitation. The reaction solution was then successively washed with water, saturated sodium bicarbonate solution and water once again until neutral. After drying over anhydrous sodium sulfate and filtering... Reactants: Cc1cc(Br)c(O)c([N+](=O)[O-])c1, C=CCBr, CC(C)=O, [K+], [K+], O=C([O-])[O-]. Yields the product C=CCOc1c(Br)cc(C)cc1[N+](=O)[O-]. RXN SMILES: [Br:1][c:2]1[c:3]([OH:12])[c:4]([N+:9](=[O:10])[O-:11])[cH:5][c:6]([CH3:8])[cH:7]1.[CH2:19]([CH:20]=[CH2:21])[Br:22].[CH3:23][C:24](=[O:25])[CH3:26].[K+:13].[K+:14].[O-:15][C:16]([O-:17])=[O:18]>>[Br:1][c:2]1[c:3]([O:12][CH2:21][CH:20]=[CH2:19])[c:4]([N+:9](=[O:10])[O-:11])[cH:5][c:6]([CH3:8])[cH:7]1.